describe an organic reaction: reactants, conditions, products, and yield From a dataset of the Open Reaction Database (ORD), a public repository of structured organic reaction records. Procedure: 290 g (1.7 mol) of 2-amino-3-cyclohexylpropionic acid are dissolved in 375 ml of 4N NaOH. The solution is made up to 2 l with water and 500 ml of dioxane are added. 255 ml (1.7 mol) of benzyloxycarbonyl chloride are added dropwise at pH 10 under pH-state conditions. After 8 h, the solution is extracted twice using diethyl ether and acidified to pH 2 using 1N hydrochloric acid. The product is extracted 3 times using 200 ml of ethyl acetate each time. After washing the organic extract, drying over... Yield: 1.0%. Solvent: [OH-].[Na+] (NaOH). The reactants are C(C1=CC=CC=C1)OC(=O)Cl (benzyloxycarbonyl chloride), NC(C(=O)O)CC1CCCCC1 (2-amino-3-cyclohexylpropionic acid), O1CCOCC1 (dioxane), O (water). Reaction SMILES: [NH2:1][CH:2]([CH2:6][CH:7]1[CH2:12][CH2:11][CH2:10][CH2:9][CH2:8]1)[C:3]([OH:5])=[O:4].O.O1CCOCC1.[CH2:20]([O:27][C:28](Cl)=[O:29])[C:21]1[CH:26]=[CH:25][CH:24]=[CH:23][CH:22]=1>[OH-].[Na+]>[CH2:20]([O:27][C:28]([NH:1][C@@H:2]([CH2:6][CH:7]1[CH2:12][CH2:11][CH2:10][CH2:9][CH2:8]1)[C:3]([OH:5])=[O:4])=[O:29])[C:21]1[CH:26]=[CH:25][CH:24]=[CH:23][CH:22]=1 |f:4.5|. Reaction conditions: time 8 hour. Yields the product C(C1=CC=CC=C1)OC(=O)N[C@H](C(=O)O)CC1CCCCC1 (N-(Benzyloxycarbonyl)-2(S)-amino-3-cyclohexylpropionic acid). Starting materials: OC1=CC(OC2=CC=CC=C12)=O (4-hydroxycoumarin), C1(=CC=CC=C1)C#CCO (3-phenyl-2-propyn-1-ol), CCOC(=O)/N=N/C(=O)OCC (diethylazodicarboxylate), C1(=CC=CC=C1)P(C1=CC=CC=C1)C1=CC=CC=C1 (triphenylphosphine), [H][H] (hydrogen). Reagents/catalysts: [Pd].CC(=O)[O-].CC(=O)[O-].[Pb+2] (Lindlar's catalyst). Run in CC=1C=CC=CC1C (o-xylene). Yields the product OC1=C(C(OC2=CC=CC=C12)=O)C(C=C)C1=CC=CC=C1 (4-Hydroxy-3-(1-phenyl-2-propenyl)-coumarin). Reaction SMILES: [OH:1][C:2]1[C:11]2[C:6](=[CH:7][CH:8]=[CH:9][CH:10]=2)[O:5][C:4](=[O:12])[CH:3]=1.[C:13]1([C:19]#[C:20][CH2:21]O)[CH:18]=[CH:17][CH:16]=[CH:15][CH:14]=1.CCOC(/N=N/C(OCC)=O)=O.C1(P(C2C=CC=CC=2)C2C=CC=CC=2)C=CC=CC=1.[H][H]>[Pd].CC([O-])=O.CC([O-])=O.[Pb+2].CC1C=CC=CC=1C>[OH:1][C:2]1[C:11]2[C:6](=[CH:7][CH:8]=[CH:9][CH:10]=2)[O:5][C:4](=[O:12])[C:3]=1[CH:19]([C:13]1[CH:18]=[CH:17][CH:16]=[CH:15][CH:14]=1)[CH:20]=[CH2:21] |f:5.6.7.8|. Reported procedure: Reaction of 4-hydroxycoumarin with 3-phenyl-2-propyn-1-ol of formula I-1 in the presence of diethylazodicarboxylate and triphenylphosphine gives the compound of formula of I-2, which is partially reduced with hydrogen gas and Lindlar's catalyst to give the compound of formula I-3. Heating of the compound of formula I-3 in o-xylene at 145° C. gives the compound of formula I-4 (4-Hydroxy-3-(1-phenyl-2-propenyl)-coumarin). Reactants: CC=1C=NN(C1)C1=CC2=NC=CC(=C2S1)OC1=CC=C(C=C1)N (4-(2-(4-Methyl-1H-pyrazol-1-yl)thieno[3,2-b]pyridin-7-yloxy)benzenamine), C1(=CC=CC=C1)CC(=O)N=C=S (2-phenylacetyl isothiocyanate). The solvent is C1CCOC1 (THF). Reaction conditions: time 1 hour. Yields the product CC=1C=NN(C1)C1=CC2=NC=CC(=C2S1)OC1=CC=C(C=C1)NC(=S)NC(CC1=CC=CC=C1)=O (N-(4-(2-(4-Methyl-1H-pyrazol-1-yl)thieno[3,2-b]pyridin-7-yloxy)phenylcarbamothioyl)-2-phenylacetamide). Isolated yield 14.8%. Reaction SMILES: [CH3:1][C:2]1[CH:3]=[N:4][N:5]([C:7]2[S:15][C:14]3[C:9](=[N:10][CH:11]=[CH:12][C:13]=3[O:16][C:17]3[CH:22]=[CH:21][C:20]([NH2:23])=[CH:19][CH:18]=3)[CH:8]=2)[CH:6]=1.[C:24]1([CH2:30][C:31]([N:33]=[C:34]=[S:35])=[O:32])[CH:29]=[CH:28][CH:27]=[CH:26][CH:25]=1>C1COCC1>[CH3:1][C:2]1[CH:3]=[N:4][N:5]([C:7]2[S:15][C:14]3[C:9](=[N:10][CH:11]=[CH:12][C:13]=3[O:16][C:17]3[CH:22]=[CH:21][C:20]([NH:23][C:34]([NH:33][C:31](=[O:32])[CH2:30][C:24]4[CH:25]=[CH:26][CH:27]=[CH:28][CH:29]=4)=[S:35])=[CH:19][CH:18]=3)[CH:8]=2)[CH:6]=1. Procedure: To a suspension of the 257 (134.6 mg, 0.418 mmol) in THF (4.2 mL) was added 2-phenylacetyl isothiocyanate (111 mg, 0.627 mmol). The reaction mixture was stirred for 1 hr at room temperature, transferred onto a chromatography column and eluted wit a gradient of gradient EtOAc/hexane, 1:1 to 2:1, to provide a beige solid which was triturated with diethyl ether to afford title compound 258a (31 mg, 15% yield) as a white solid. Characterization of 258a is provided in the table 23. The reactants are Example 3 ( 3e ), aqueous solution, [OH-].[Na+] (sodium hydroxide), C1(=CC=CC=C1)C=1C=C(SC1C(F)(F)F)C1=NC(=NO1)C1=CC=C(S1)CN1CC(C1)C(=O)OCC (ethyl 1-[(5-{5-[4-phenyl-5-(trifluoromethyl)-2-thienyl]-1,2,4-oxadiazol-3-yl}-2-thienyl)methyl]azetidine-3-carboxylate), Example 4 ( 4d ). Yields the product C1(=CC=CC=C1)C=1C=C(SC1C(F)(F)F)C1=NC(=NO1)C1=CC=C(S1)CN1CC(C1)C(=O)O (1-[(5-{5-[4-Phenyl-5-(trifluoromethyl)-2-thienyl]-1,2,4-oxadiazol-3-yl}-2-thienyl)methyl]azetidine-3-carboxylic acid). Isolated yield 53.1%. RXN SMILES: [C:1]1([C:7]2[CH:8]=[C:9]([C:16]3[O:20][N:19]=[C:18]([C:21]4[S:25][C:24]([CH2:26][N:27]5[CH2:30][CH:29]([C:31]([O:33]CC)=[O:32])[CH2:28]5)=[CH:23][CH:22]=4)[N:17]=3)[S:10][C:11]=2[C:12]([F:15])([F:14])[F:13])[CH:6]=[CH:5][CH:4]=[CH:3][CH:2]=1.[OH-].[Na+]>>[C:1]1([C:7]2[CH:8]=[C:9]([C:16]3[O:20][N:19]=[C:18]([C:21]4[S:25][C:24]([CH2:26][N:27]5[CH2:30][CH:29]([C:31]([OH:33])=[O:32])[CH2:28]5)=[CH:23][CH:22]=4)[N:17]=3)[S:10][C:11]=2[C:12]([F:13])([F:14])[F:15])[CH:2]=[CH:3][CH:4]=[CH:5][CH:6]=1 |f:1.2|. Procedure details: The title compound (60 mg) was synthesized in a yield of 53% as a white crystalline solid by conducting the similar reaction to that mentioned in Example 3 (3e) using ethyl 1-[(5-{5-[4-phenyl-5-(trifluoromethyl)-2-thienyl]-1,2,4-oxadiazol-3-yl}-2-thienyl)methyl]azetidine-3-carboxylate (0.12 g, 0.23 mmol) that was obtained in Example 4 (4d) and a 1N aqueous solution of sodium hydroxide (0.69 ml, 0.69 mmol). The reactants are C(=O)O (formic acid), C1=C(C=CC2=CC=CC=C12)C(=O)N (2-naphthalene carboxamide), P(Cl)(Cl)(Cl)(Cl)Cl (phosphorus pentachloride), Cl (HCl). The solvent is C(Cl)(Cl)(Cl)Cl (carbon tetrachloride). Run at time 30 minute. The product is ClP(=O)(NC(=O)C1=CC2=CC=CC=C2C=C1)Cl (N-[Dichlorophosphinyl]-2-naphthamide). Reaction SMILES: [CH:1]1[C:10]2[C:5](=[CH:6][CH:7]=[CH:8][CH:9]=2)[CH:4]=[CH:3][C:2]=1[C:11]([NH2:13])=[O:12].[P:14]([Cl:19])(Cl)(Cl)(Cl)[Cl:15].Cl.C(O)=[O:22]>C(Cl)(Cl)(Cl)Cl>[Cl:15][P:14]([Cl:19])([NH:13][C:11]([C:2]1[CH:3]=[CH:4][C:5]2[C:10](=[CH:9][CH:8]=[CH:7][CH:6]=2)[CH:1]=1)=[O:12])=[O:22]. Procedure details: A mixture of 40 g (0.23 mole) of 2-naphthalene carboxamide, 48.7 g (0.23 mole) of phosphorus pentachloride and 400 ml of AR carbon tetrachloride was heated at 70° for 30 min. at which time the HCl evolution had ceased. It was cooled to 30° and 11.1 g (0.23 mole) of 97% formic acid added dropwise. Continued to stir for 30 min., then filtered, washed with AR carbon tetrachloride and air-dried to give 43 g, m.p. 110°-111°.